This data is from the Open Reaction Database (ORD), a public repository of structured organic reaction records. The task is: describe an organic reaction: reactants, conditions, products, and yield Starting materials: CO, CCCN1CC(C)=C(Cl)C2=C1N1CN(OC)C=C1C=N2, ClCCl, [K+], [OH-], O. Yields the product CCCN1CC(C)=C(OC)C2=C1N1CN(OC)C=C1C=N2. RXN SMILES: [CH3:24][OH:25].[Cl:1][C:2]1=[C:3]([CH3:20])[CH2:4][N:5]([CH2:17][CH2:18][CH3:19])[C:6]2=[C:7]1[N:8]=[CH:9][C:10]1=[CH:14][N:13]([O:15][CH3:16])[CH2:12][N:11]21.[Cl:26][CH2:27][Cl:28].[K+:22].[OH-:21].[OH2:23]>>[C:2]1([O:21][CH3:24])=[C:3]([CH3:20])[CH2:4][N:5]([CH2:17][CH2:18][CH3:19])[C:6]2=[C:7]1[N:8]=[CH:9][C:10]1=[CH:14][N:13]([O:15][CH3:16])[CH2:12][N:11]21. The reactants are O=C1NN=C(C2CCCCC2)C1=C1C=C(Cl)c2ccccc2N1, Nc1ccc(S)cc1. The product is Nc1ccc(SC2=CC(=C3C(=O)NN=C3C3CCCCC3)Nc3ccccc32)cc1. Reaction SMILES: [Cl:1][C:2]1=[CH:3][C:4](=[C:12]2[C:13]([CH:18]3[CH2:19][CH2:20][CH2:21][CH2:22][CH2:23]3)=[N:14][NH:15][C:16]2=[O:17])[NH:5][c:6]2[cH:7][cH:8][cH:9][cH:10][c:11]21.[NH2:24][c:25]1[cH:26][cH:27][c:28]([SH:31])[cH:29][cH:30]1>>[C:2]1([S:31][c:28]2[cH:27][cH:26][c:25]([NH2:24])[cH:30][cH:29]2)=[CH:3][C:4](=[C:12]2[C:13]([CH:18]3[CH2:19][CH2:20][CH2:21][CH2:22][CH2:23]3)=[N:14][NH:15][C:16]2=[O:17])[NH:5][c:6]2[cH:7][cH:8][cH:9][cH:10][c:11]21.